Dataset: the Open Reaction Database (ORD), a public repository of structured organic reaction records. Task: describe an organic reaction: reactants, conditions, products, and yield Starting materials: CCCCc1ccc(NCc2ccccc2)cc1, CC(C)c1cccc(C(C)C)c1N=C=O. Product: CCCCc1ccc(N(Cc2ccccc2)C(=O)Nc2c(C(C)C)cccc2C(C)C)cc1. As a reaction SMILES: [CH2:1]([c:2]1[cH:3][cH:4][cH:5][cH:6][cH:7]1)[NH:8][c:9]1[cH:10][cH:11][c:12]([CH2:15][CH2:16][CH2:17][CH3:18])[cH:13][cH:14]1.[CH:19]([CH3:20])([CH3:21])[c:22]1[c:23]([N:31]=[C:32]=[O:33])[c:24]([CH:28]([CH3:29])[CH3:30])[cH:25][cH:26][cH:27]1>>[CH2:1]([c:2]1[cH:3][cH:4][cH:5][cH:6][cH:7]1)[N:8]([c:9]1[cH:10][cH:11][c:12]([CH2:15][CH2:16][CH2:17][CH3:18])[cH:13][cH:14]1)[C:32]([NH:31][c:23]1[c:22]([CH:19]([CH3:20])[CH3:21])[cH:27][cH:26][cH:25][c:24]1[CH:28]([CH3:29])[CH3:30])=[O:33]. Starting materials: [Br-], c1ccc(COCCC[P+](c2ccccc2)(c2ccccc2)c2ccccc2)cc1, C[Si](C)(C)[N-][Si](C)(C)C, CCOC(C)=O, [Cl-], COC(=O)c1c(C(C)C)nc(N)c(C=O)c1-c1ccc(F)cc1, [NH4+], [Na+], C1CCOC1. Yields the product COC(=O)c1c(C(C)C)nc(N)c(C=CCCOCc2ccccc2)c1-c1ccc(F)cc1. As a reaction SMILES: [Br-:1].[CH2:2]([c:3]1[cH:4][cH:5][cH:6][cH:7][cH:8]1)[O:9][CH2:10][CH2:11][CH2:12][P+:13]([c:14]1[cH:15][cH:16][cH:17][cH:18][cH:19]1)([c:20]1[cH:21][cH:22][cH:23][cH:24][cH:25]1)[c:26]1[cH:27][cH:28][cH:29][cH:30][cH:31]1.[CH3:32][Si:33]([N-:34][Si:35]([CH3:36])([CH3:37])[CH3:38])([CH3:39])[CH3:40].[CH3:72][CH2:73][O:74][C:75](=[O:76])[CH3:77].[Cl-:65].[NH2:42][c:43]1[c:44]([CH:63]=[O:64])[c:45](-[c:56]2[cH:57][cH:58][c:59]([F:62])[cH:60][cH:61]2)[c:46]([C:52](=[O:53])[O:54][CH3:55])[c:47]([CH:49]([CH3:50])[CH3:51])[n:48]1.[NH4+:66].[Na+:41].[O:67]1[CH2:68][CH2:69][CH2:70][CH2:71]1>>[CH2:2]([c:3]1[cH:4][cH:5][cH:6][cH:7][cH:8]1)[O:9][CH2:10][CH2:11][CH:12]=[CH:63][c:44]1[c:43]([NH2:42])[n:48][c:47]([CH:49]([CH3:50])[CH3:51])[c:46]([C:52](=[O:53])[O:54][CH3:55])[c:45]1-[c:56]1[cH:57][cH:58][c:59]([F:62])[cH:60][cH:61]1. Reactants: [Br-], [Br-], [Br-], FC(F)(F)c1ccc(Br)nc1, C1CCOC1, C=C[Mg+], [Cl-], [NH4+], [Zn+2], c1ccc(P(c2ccccc2)(c2ccccc2)[Pd](P(c2ccccc2)(c2ccccc2)c2ccccc2)(P(c2ccccc2)(c2ccccc2)c2ccccc2)P(c2ccccc2)(c2ccccc2)c2ccccc2)cc1. The product is C=Cc1ccc(C(F)(F)F)cn1. RXN SMILES: [Br-:1].[Br-:23].[Br-:25].[Br:5][c:6]1[n:7][cH:8][c:9]([C:12]([F:13])([F:14])[F:15])[cH:10][cH:11]1.[CH2:16]1[O:17][CH2:18][CH2:19][CH2:20]1.[CH:2](=[CH2:3])[Mg+:4].[Cl-:21].[NH4+:22].[Zn+2:24].[cH:26]1[cH:27][cH:28][c:29]([P:30]([Pd:31]([P:32]([c:33]2[cH:34][cH:35][cH:36][cH:37][cH:38]2)([c:39]2[cH:40][cH:41][cH:42][cH:43][cH:44]2)[c:45]2[cH:46][cH:47][cH:48][cH:49][cH:50]2)([P:51]([c:52]2[cH:53][cH:54][cH:55][cH:56][cH:57]2)([c:58]2[cH:59][cH:60][cH:61][cH:62][cH:63]2)[c:64]2[cH:65][cH:66][cH:67][cH:68][cH:69]2)[P:70]([c:71]2[cH:72][cH:73][cH:74][cH:75][cH:76]2)([c:77]2[cH:78][cH:79][cH:80][cH:81][cH:82]2)[c:83]2[cH:84][cH:85][cH:86][cH:87][cH:88]2)([c:89]2[cH:90][cH:91][cH:92][cH:93][cH:94]2)[c:95]2[cH:96][cH:97][cH:98][cH:99][cH:100]2)[cH:101][cH:102]1>>[CH:2](=[CH2:3])[c:6]1[n:7][cH:8][c:9]([C:12]([F:13])([F:14])[F:15])[cH:10][cH:11]1. Starting materials: CCOC(=O)CNC1CCCN2c3cc(Cl)ccc3N(C)c3ccccc3C12, [Na+], C1COCCO1, [OH-], O. Yields the product CN1c2ccccc2C2C(NCC(=O)O)CCCN2c2cc(Cl)ccc21. RXN SMILES: [Cl:1][c:2]1[cH:3][c:4]2[c:5]([cH:27][cH:28]1)[N:6]([CH3:26])[c:7]1[c:8]([cH:22][cH:23][cH:24][cH:25]1)[CH:9]1[N:10]2[CH2:11][CH2:12][CH2:13][CH:14]1[NH:15][CH2:16][C:17](=[O:18])[O:19][CH2:20][CH3:21].[Na+:30].[O:31]1[CH2:32][CH2:33][O:34][CH2:35][CH2:36]1.[OH-:29].[OH2:37]>>[Cl:1][c:2]1[cH:3][c:4]2[c:5]([cH:27][cH:28]1)[N:6]([CH3:26])[c:7]1[c:8]([cH:22][cH:23][cH:24][cH:25]1)[CH:9]1[N:10]2[CH2:11][CH2:12][CH2:13][CH:14]1[NH:15][CH2:16][C:17](=[O:18])[OH:19]. Reactants: FC1=CC(=C(CN2N=CC3=CC(=CC=C23)C=C2C(N=C(S2)SC)=O)C=C1)C(F)(F)F (5-[1-(4-fluoro-2-trifluoromethyl-benzyl)-1H-indazol-5-ylmethylene]-2-methylsulfanyl-thiazol-4-one), N1(CCNCC1)C(C)=O (1-piperazin-1-yl-ethanone). The product is C(C)(=O)N1CCN(CC1)C=1SC(C(N1)=O)=CC=1C=C2C=NN(C2=CC1)CC1=C(C=C(C=C1)F)C(F)(F)F (2-(4-Acetyl-piperazin-1-yl)-5-[1-(4-fluoro-2-trifluoromethyl-benzyl)-1H-indazol-5-ylmethylene]-thiazol-4-one). As a reaction SMILES: [F:1][C:2]1[CH:26]=[CH:25][C:5]([CH2:6][N:7]2[C:15]3[C:10](=[CH:11][C:12]([CH:16]=[C:17]4[S:21][C:20](SC)=[N:19][C:18]4=[O:24])=[CH:13][CH:14]=3)[CH:9]=[N:8]2)=[C:4]([C:27]([F:30])([F:29])[F:28])[CH:3]=1.[N:31]1([C:37](=[O:39])[CH3:38])[CH2:36][CH2:35][NH:34][CH2:33][CH2:32]1>>[C:37]([N:31]1[CH2:36][CH2:35][N:34]([C:20]2[S:21][C:17](=[CH:16][C:12]3[CH:11]=[C:10]4[C:15](=[CH:14][CH:13]=3)[N:7]([CH2:6][C:5]3[CH:25]=[CH:26][C:2]([F:1])=[CH:3][C:4]=3[C:27]([F:30])([F:29])[F:28])[N:8]=[CH:9]4)[C:18](=[O:24])[N:19]=2)[CH2:33][CH2:32]1)(=[O:39])[CH3:38]. Procedure: 2-(4-Acetyl-piperazin-1-yl)-5-[1-(4-fluoro-2-trifluoromethyl-benzyl)-1H-indazol-5-ylmethylene]-thiazol-4-one was prepared from 5-[1-(4-fluoro-2-trifluoromethyl-benzyl)-1H-indazol-5-ylmethylene]-2-methylsulfanyl-thiazol-4-one and 1-piperazin-1-yl-ethanone following General Procedure C.